This data is from the Open Reaction Database (ORD), a public repository of structured organic reaction records. The task is: describe an organic reaction: reactants, conditions, products, and yield The reactants are [Na] (sodium), CC(CC(=O)OCC)(C(C=C(Cl)Cl)Cl)C (ethyl 3,3-dimethyl-4,6,6-trichloro-5-hexenoate). Solvent: C(C)O (ethanol), C(C)OCC (diethyl ether), Cl (hydrogen chloride), C(C)O (ethanol). Conditions: time 2 hour. Product: CC1(C(C1C=C(Cl)Cl)C(=O)OCC)C (ethyl 2,2-dimethyl-3-(2',2'-dichlorovinyl)-cyclopropane-carboxylate). Isolated yield 87.0%. Reaction SMILES: [Na].[CH3:2][C:3]([CH3:16])([CH:10](Cl)[CH:11]=[C:12]([Cl:14])[Cl:13])[CH2:4][C:5]([O:7][CH2:8][CH3:9])=[O:6]>C(O)C.C(OCC)C.Cl>[CH3:2][C:3]1([CH3:16])[CH:10]([CH:11]=[C:12]([Cl:14])[Cl:13])[CH:4]1[C:5]([O:7][CH2:8][CH3:9])=[O:6] |^1:0|. Procedure details: 0.4 Part of metallic sodium was dissolved in 20 parts of anhydrous ethanol, and 2.7 parts of ethyl 3,3-dimethyl-4,6,6-trichloro-5-hexenoate was added to the solution. The mixture was agitated for 2 hours under reflux of ethanol. The liquid reaction mixture was diluted with about 50 parts of diethyl ether and neutralized with dried hydrogen chloride gas. The precipitated crystal of sodium chloride was removed by filtration and low-boiling-point substances were removed from the filtrate by distill... Reactants: [N+](=O)([O-])C1=CC=C(C=CC=2C3=CC=CC=C3C(=C3C=CC=CC23)C=CC2=CC=C(C=C2)[N+](=O)[O-])C=C1 (9,10-bis(p-nitrostyryl)anthracene), CN(C=O)C (N,N-dimethyl formamide), Cl (hydrochloric acid), aqueous solution, C([O-])([O-])=O.[Na+].[Na+] (sodium carbonate), Cl (hydrochloric acid). Reagents/catalysts: [Fe] (iron). The solvent is O (water). Yields the product NC1=CC=C(C=CC=2C3=CC=CC=C3C(=C3C=CC=CC23)C=CC2=CC=C(C=C2)N)C=C1 (9,10-bis(p-aminostyryl)anthracene). Yield: 95.4%. Reaction SMILES: [N+:1]([C:4]1[CH:36]=[CH:35][C:7]([CH:8]=[CH:9][C:10]2[C:11]3[C:16]([C:17]([CH:24]=[CH:25][C:26]4[CH:31]=[CH:30][C:29]([N+:32]([O-])=O)=[CH:28][CH:27]=4)=[C:18]4[C:23]=2[CH:22]=[CH:21][CH:20]=[CH:19]4)=[CH:15][CH:14]=[CH:13][CH:12]=3)=[CH:6][CH:5]=1)([O-])=O.CN(C)C=O.Cl.C(=O)([O-])[O-].[Na+].[Na+]>[Fe].O>[NH2:1][C:4]1[CH:5]=[CH:6][C:7]([CH:8]=[CH:9][C:10]2[C:11]3[C:16]([C:17]([CH:24]=[CH:25][C:26]4[CH:31]=[CH:30][C:29]([NH2:32])=[CH:28][CH:27]=4)=[C:18]4[C:23]=2[CH:22]=[CH:21][CH:20]=[CH:19]4)=[CH:15][CH:14]=[CH:13][CH:12]=3)=[CH:35][CH:36]=1 |f:3.4.5|. Procedure details: After mixing 6.0 g of 9,10-bis(p-nitrostyryl)anthracene, 12.0 g of iron powder and 200 ml of N,N-dimethyl formamide together, by adding dilute hydrochloric acid prepared by employing 5 ml of concentrated hydrochloric acid and 17 ml of water to the resulting mixture and intensely stirring, reaction was effected at a temperature of 90° to 100° C. for an hour. After completing the reaction, the pH value of the reactant mixture was adjusted to be 8 by adding a 5% aqueous solution of sodium carbonate... The reactants are C(C)(C)(C)OC(=O)N(C1=CC=C(C=CC(=O)N2C=NC=C2)C=C1)CCCCCCCCCCCCCCC (1-[N-(t-butyloxycarbonyl)-4-(pentadecylamino)cinnamoyl] imidazole), [OH-].[Na+] (sodium hydroxide), NCC(CO)O (3-amino-1,2-propanediol). Run in C(Cl)(Cl)Cl (chloroform). Conditions: temperature 40 celsius, time 24 hour. Product: C(CCCCCCCCCCCCCC)NC1=CC=C(C=CC(=O)NCC(CO)O)C=C1 (N-[4-(pentadecylamino)cinnamoyl] 2,3-dihydroxypropylamine). Reaction SMILES: C(OC([N:8]([CH2:24][CH2:25][CH2:26][CH2:27][CH2:28][CH2:29][CH2:30][CH2:31][CH2:32][CH2:33][CH2:34][CH2:35][CH2:36][CH2:37][CH3:38])[C:9]1[CH:23]=[CH:22][C:12]([CH:13]=[CH:14][C:15](N2C=CN=C2)=[O:16])=[CH:11][CH:10]=1)=O)(C)(C)C.[OH-].[Na+].[NH2:41][CH2:42][CH:43]([OH:46])[CH2:44][OH:45]>C(Cl)(Cl)Cl>[CH2:24]([NH:8][C:9]1[CH:10]=[CH:11][C:12]([CH:13]=[CH:14][C:15]([NH:41][CH2:42][CH:43]([OH:46])[CH2:44][OH:45])=[O:16])=[CH:22][CH:23]=1)[CH2:25][CH2:26][CH2:27][CH2:28][CH2:29][CH2:30][CH2:31][CH2:32][CH2:33][CH2:34][CH2:35][CH2:36][CH2:37][CH3:38] |f:1.2|. Procedure details: To a mixture containing 4.3 g. of 1-[N-(t-butyloxycarbonyl)-4-(pentadecylamino)cinnamoyl] imidazole, 50 ml. of chloroform, and 50 ml. of 5 N sodium hydroxide is added 1.1 g. of 3-amino-1,2-propanediol. The solution is vigorously stirred for 24 hours, the layers are separated, and the chloroform solution is washed once with 50 ml. of 1 N sodium hydroxide. The solvent is evaporated and the residue is heated for 30 minutes at 40° C. in 50 ml. of anhydrous trifluoroacetic acid. The solvent is again ... Starting materials: C(CN)N (ethylenediamine), BrC1=C(C(=CC=C1)Br)N=C=S (2,6-dibromophenylisothiocyanate). Yields the product NCCNC(=S)NC1=C(C=CC=C1Br)Br (1-(2-aminoethyl)-3-(2,6-dibromophenyl)thiourea). Reaction SMILES: [CH2:1]([NH2:4])[CH2:2][NH2:3].[Br:5][C:6]1[CH:11]=[CH:10][CH:9]=[C:8]([Br:12])[C:7]=1[N:13]=[C:14]=[S:15]>>[NH2:3][CH2:2][CH2:1][NH:4][C:14]([NH:13][C:7]1[C:8]([Br:12])=[CH:9][CH:10]=[CH:11][C:6]=1[Br:5])=[S:15]. Reported procedure: In a similar manner to that described in Example 1, ethylenediamine was reacted with 2,6-dibromophenylisothiocyanate to yield 1-(2-aminoethyl)-3-(2,6-dibromophenyl)thiourea, melting point 155°-157°. Reactants: CCCC[SnH](CCCC)CCCC (Bu3SnH), CC(C)(C#N)N=NC(C)(C)C#N (AIBN), CCCC[SnH](CCCC)CCCC (Bu3SnH), CC(C)(C#N)N=NC(C)(C)C#N (AIBN), C(CCC)[SnH](CCCC)CCCC (tributylstannane), BrC=1C=C(C(=C2C=CN(C12)C1=CC(=C(C=C1)OCC1=CC=CC=C1)F)OCC1=CC=CC=C1)F (7-bromo-5-fluoro-1-{3-fluoro-4-[(phenylmethyl)oxy]phenyl}-4-[(phenylmethyl)oxy]-1H-indole), CCCC[SnH](CCCC)CCCC (Bu3SnH), CC(C)(C#N)N=NC(C)(C)C#N (AIBN). Reagents/catalysts: CC(C)(C#N)N=NC(C)(C)C#N (AIBN). Solvent: C1(=CC=CC=C1)C (toluene). Run at time 6 hour. Product: FC=1C(=C2C=CN(C2=CC1)C1=CC(=C(C=C1)OCC1=CC=CC=C1)F)OCC1=CC=CC=C1 (5-fluoro-1-{3-fluoro-4-[(phenylmethyl)oxy]phenyl}-4-[(phenylmethyl)oxy]-1H-indole). Isolated yield 42.1%. As a reaction SMILES: Br[C:2]1[CH:3]=[C:4]([F:34])[C:5]([O:26][CH2:27][C:28]2[CH:33]=[CH:32][CH:31]=[CH:30][CH:29]=2)=[C:6]2[C:10]=1[N:9]([C:11]1[CH:16]=[CH:15][C:14]([O:17][CH2:18][C:19]3[CH:24]=[CH:23][CH:22]=[CH:21][CH:20]=3)=[C:13]([F:25])[CH:12]=1)[CH:8]=[CH:7]2.C([SnH](CCCC)CCCC)CCC.CC(N=NC(C#N)(C)C)(C#N)C>C1(C)C=CC=CC=1.CC(N=NC(C#N)(C)C)(C#N)C>[F:34][C:4]1[C:5]([O:26][CH2:27][C:28]2[CH:29]=[CH:30][CH:31]=[CH:32][CH:33]=2)=[C:6]2[C:10](=[CH:2][CH:3]=1)[N:9]([C:11]1[CH:16]=[CH:15][C:14]([O:17][CH2:18][C:19]3[CH:24]=[CH:23][CH:22]=[CH:21][CH:20]=3)=[C:13]([F:25])[CH:12]=1)[CH:8]=[CH:7]2. Reported procedure: A solution of 7-bromo-5-fluoro-1-{3-fluoro-4-[(phenylmethyl)oxy]phenyl}-4-[(phenylmethyl)oxy]-1H-indole (D6) (400 mg, 0.769 mmol) in toluene (10 mL) was degassed by bubbling Argon through for a few minutes and tributylstannane (0.248 mL, 0.922 mmol) was added. The mixture was heated to reflux under argon and AIBN (˜5 mg) was added and refluxing was continued. After 6 hours, another 0.124 mL of Bu3SnH and a few crystals of AIBN were added and the mixture refluxed overnight—only a small amount of ... The reactants are CCO, CC(OC1CCCCO1)C1(c2ccc(F)cc2F)CO1. Yields the product CC(O)C1(c2ccc(F)cc2F)CO1. RXN SMILES: [CH3:21][CH2:22][OH:23].[F:1][c:2]1[c:3]([C:9]2([CH:12]([CH3:13])[O:14][CH:15]3[CH2:16][CH2:17][CH2:18][CH2:19][O:20]3)[O:10][CH2:11]2)[cH:4][cH:5][c:6]([F:8])[cH:7]1>>[F:1][c:2]1[c:3]([C:9]2([CH:12]([CH3:13])[OH:14])[O:10][CH2:11]2)[cH:4][cH:5][c:6]([F:8])[cH:7]1.